The task is: describe an organic reaction: reactants, conditions, products, and yield. This data is from the Open Reaction Database (ORD), a public repository of structured organic reaction records. Reactants: C(CCC)C1=C(C(=C(C(=C1F)F)F)F)F (n-Butylpentafluorobenzene), O.NN (hydrazine hydrate). The solvent is C(C)O (ethanol). The product is C(CCC)C1=C(C(=C(C(=C1F)F)NN)F)F (4-n-butyl-2,3,5,6-tetrafluorophenylhydrazine). Reaction SMILES: [CH2:1]([C:5]1[C:10]([F:11])=[C:9]([F:12])[C:8](F)=[C:7]([F:14])[C:6]=1[F:15])[CH2:2][CH2:3][CH3:4].O.[NH2:17][NH2:18]>C(O)C>[CH2:1]([C:5]1[C:10]([F:11])=[C:9]([F:12])[C:8]([NH:17][NH2:18])=[C:7]([F:14])[C:6]=1[F:15])[CH2:2][CH2:3][CH3:4] |f:1.2|. Procedure details: n-Butylpentafluorobenzene [19.0 g; described by J. M. Birchall and R. N. Haszeldine J. Chem. Soc p 3719 (1961)] was added to a solution of hydrazine hydrate (50 ml; 99-100% w/w) in ethanol (100 ml) and the mixture heated at reflux for 72 hours. The reaction mixture was cooled, evaporated to dryness to give a solid which was filtered off and washed with ethanol and hexane to give 4-n-butyl-2,3,5,6-tetrafluorophenylhydrazine (20.5 g), m.p. 80°-81° C., in the form of colourless crystals.